describe an organic reaction: reactants, conditions, products, and yield From a dataset of the Open Reaction Database (ORD), a public repository of structured organic reaction records. Starting materials: acid chloride, FC1=CC=C(C=C1)C=CC(C(=O)O)C(C)C (4-(4-fluorophenyl)-2-isopropyl-3-butenoic acid), 4-(2-chloro-4-trfluoromethylphenyl)-2-isopropyl-3-butenoic acid, FC1=C(C=CC(=C1)C(F)(F)F)C=CC(C(=O)O)C(C)C (4-(2-fluoro-4-trifluoromethylphenyl)-2-isopropyl-3-butenoic acid), C(C1=CC=CC=C1)C1=CC=CC(=N1)CO ((6-benzyl-2-pyridyl)methanol). Product: FC1=CC=C(C=C1)C=CC(C(=O)OCC1=NC(=CC=C1)CC1=CC=CC=C1)C(C)C ((6-benzyl-2-pyridyl)methyl 4-(4-fluorophenyl)-2-isopropyl-3-butenoate). Reaction SMILES: [F:1][C:2]1[CH:7]=[CH:6][C:5]([CH:8]=[CH:9][CH:10]([CH:14]([CH3:16])[CH3:15])[C:11]([OH:13])=[O:12])=[CH:4][CH:3]=1.FC1C=C(C(F)(F)F)C=CC=1C=CC(C(C)C)C(O)=O.[CH2:37]([C:44]1[N:49]=[C:48]([CH2:50]O)[CH:47]=[CH:46][CH:45]=1)[C:38]1[CH:43]=[CH:42][CH:41]=[CH:40][CH:39]=1>>[F:1][C:2]1[CH:3]=[CH:4][C:5]([CH:8]=[CH:9][CH:10]([CH:14]([CH3:16])[CH3:15])[C:11]([O:13][CH2:50][C:48]2[CH:47]=[CH:46][CH:45]=[C:44]([CH2:37][C:38]3[CH:43]=[CH:42][CH:41]=[CH:40][CH:39]=3)[N:49]=2)=[O:12])=[CH:6][CH:7]=1. Reported procedure: Following the procedure of Example 1, the acid chloride of each of 4-(4-fluorophenyl)-2-isopropyl-3-butenoic acid, 4-(2-chloro-4-trfluoromethylphenyl)-2-isopropyl-3-butenoic acid and 4-(2-fluoro-4-trifluoromethylphenyl)-2-isopropyl-3-butenoic acid is reacted with (6-benzyl-2-pyridyl)methanol to give (6-benzyl-2-pyridyl)methyl 4-(4-fluorophenyl)-2-isopropyl-3-butenoate, The reactants are FC=1C=C(C=CC1OC)C=1C=C(C(NN1)=O)C(=O)OC (6-(3-fluoro-4-methoxyphenyl)-4-methoxycarbonyl-2H-pyridazin-3-one), CS(=O)(=O)OCCCC1=C(C=CC=C1)Cl (3-(2-chlorophenyl)-1-propanol methanesulfonate). Product: C(=O)(O)C=1C(N(N=C(C1)C1=CC(=C(C=C1)OC)F)CCCC1=C(C=CC=C1)Cl)=O (4-carboxy-2-[3-(2-chlorophenyl)propyl]-6-(3-fluoro-4-methoxyphenyl)-2H-pyridazin-3-one). The yield is 56.0%. Reaction SMILES: [F:1][C:2]1[CH:3]=[C:4]([C:10]2[CH:11]=[C:12]([C:17]([O:19]C)=[O:18])[C:13](=[O:16])[NH:14][N:15]=2)[CH:5]=[CH:6][C:7]=1[O:8][CH3:9].CS(O[CH2:26][CH2:27][CH2:28][C:29]1[CH:34]=[CH:33][CH:32]=[CH:31][C:30]=1[Cl:35])(=O)=O>>[C:17]([C:12]1[C:13](=[O:16])[N:14]([CH2:26][CH2:27][CH2:28][C:29]2[CH:34]=[CH:33][CH:32]=[CH:31][C:30]=2[Cl:35])[N:15]=[C:10]([C:4]2[CH:5]=[CH:6][C:7]([O:8][CH3:9])=[C:2]([F:1])[CH:3]=2)[CH:11]=1)([OH:19])=[O:18]. Procedure: Following the procedure of Example 1(6), 6-(3-fluoro-4-methoxyphenyl)-4-methoxycarbonyl-2H-pyridazin-3-one and 3-(2-chlorophenyl)-1-propanol methanesulfonate were reacted to yield a crude product. Without purification, the crude product was reacted further in accordance with the procedure of Example 1 (7) to yield the title compound as a pale yellow solid (yield: 56.0%). The reactants are COC1=C(C=CC=C1)[Mg]Br (2-Methoxyphenyl magnesium bromide), solution, C1CCOC1 (THF), FC1(C#N)CN=CC(=C1)F (3,5-Difluoronicotinonitrile). Product: FC=1C(=NC=C(C1)F)C(=O)C1=C(C=CC=C1)OC ((3,5-difluoro-pyridin-2-yl)-(2-methoxy-phenyl)-methanone). Reaction SMILES: [CH3:1][O:2][C:3]1[CH:8]=[CH:7][CH:6]=[CH:5][C:4]=1[Mg]Br.[F:11][C:12]1([CH:19]=[C:18]([F:20])[CH:17]=[N:16][CH2:15]1)C#N.C1C[O:24][CH2:23]C1>>[F:20][C:18]1[C:17]([C:23]([C:4]2[CH:5]=[CH:6][CH:7]=[CH:8][C:3]=2[O:2][CH3:1])=[O:24])=[N:16][CH:15]=[C:12]([F:11])[CH:19]=1. Procedure details: 2-Methoxyphenyl magnesium bromide (53.3 mL of 1.75 M solution in THF was cooled to 0° C. 3,5-Difluoronicotinonitrile (5.0 g, 35.6 mmol) was added over 20 minutes to the reaction mixture at 0° C. The reaction was quenched by addition of of 60 mL of 2M H2SO4, and the mixture was allowed to warm to room temperature. The reaction mixture was extracted with 40 mL 50 mL EtOAc, and the aqueous phase was basified by addition 12 mL of 5M NaOH. The aqueous phase was then extracted twice with 70 mL of EtOA... Starting materials: CS(=O)(=O)C1=CN=CC2=CC=CC(=C12)NC1CCN(CC1)C(=O)OC(C)(C)C (4-(4-methanesulfonyl-5-isoquinolyl)amino-1-(tert-butoxycarbonyl)piperidine), Cl.CO (hydrogen chloride methanol). Product: Cl.CS(=O)(=O)C1=CN=CC2=CC=CC(=C12)NC1CCNCC1 (4-(4-methanesulfonyl-5-isoquinolyl)aminopiperidine hydrochloride). As a reaction SMILES: [CH3:1][S:2]([C:5]1[C:14]2[C:9](=[CH:10][CH:11]=[CH:12][C:13]=2[NH:15][CH:16]2[CH2:21][CH2:20][N:19](C(OC(C)(C)C)=O)[CH2:18][CH2:17]2)[CH:8]=[N:7][CH:6]=1)(=[O:4])=[O:3].[ClH:29].CO>>[ClH:29].[CH3:1][S:2]([C:5]1[C:14]2[C:9](=[CH:10][CH:11]=[CH:12][C:13]=2[NH:15][CH:16]2[CH2:21][CH2:20][NH:19][CH2:18][CH2:17]2)[CH:8]=[N:7][CH:6]=1)(=[O:3])=[O:4] |f:1.2,3.4|. Procedure: According to the method of Example 1, Step C, deprotection was performed (50° C., 2 hours) by using Intermediate 80 (40.9 mg) and 10% hydrogen chloride/methanol solution (1 ml). The reaction mixture was cooled to room temperature, and then the solvent was evaporated under reduced pressure. The residue was added with methanol (1 ml) and diethyl ether (3 ml). The deposited precipitates were collected by filtration and washed with diethyl ether to obtain the title compound (11.4 mg) as brown powder... Starting materials: O[C@@H]1C[C@H](OCC2=CC=CC=C2)C1, C(C(C(F)(F)S(=O)(=O)F)(F)F)(C(F)(F)F)(F)F (perfluorobutane-1-sulfonyl fluoride). The reagents and catalysts are N\2=C1\N(CCCCC1)CCC/2 (DBU). Run in C1CCCO1 (THF), C1CCCO1 (THF). Run at time 48 hour. Product: F[C@@H]1C[C@H](OCC2=CC=CC=C2)C1. Isolated yield 83.0%. Reactants: O(C1=CC=CC=C1)C=1C=C(CN)C=CC1 (3-phenoxybenzylamine), C1(CCCCC1)=O (cyclohexanone). The product is C1(CCCCC1)=NCC1=CC(=CC=C1)OC1=CC=CC=C1 (N-cyclohexylidene(3-phenoxybenzylamine)). Isolated yield 58.8%. Reaction SMILES: [O:1]([C:8]1[CH:9]=[C:10]([CH:13]=[CH:14][CH:15]=1)[CH2:11][NH2:12])[C:2]1[CH:7]=[CH:6][CH:5]=[CH:4][CH:3]=1.[C:16]1(=O)[CH2:21][CH2:20][CH2:19][CH2:18][CH2:17]1>>[C:16]1(=[N:12][CH2:11][C:10]2[CH:13]=[CH:14][CH:15]=[C:8]([O:1][C:2]3[CH:3]=[CH:4][CH:5]=[CH:6][CH:7]=3)[CH:9]=2)[CH2:21][CH2:20][CH2:19][CH2:18][CH2:17]1. Procedure: The procedure is carried out as described in Example 1(b) but with the use of 50 g (0.25 mol) of 3-phenoxybenzylamine and 25 g (0.255 mol) of cyclohexanone. Distillation leaves 41 g (0.147 mol) of N-cyclohexylidene(3-phenoxybenzylamine), corresponding to a yield of 58.7% of theory; b.p. 135°-136° C./4 Pa. Reactants: O=C(Cl)N1CC(Oc2cccc(Br)c2)C1, C=CCN, C1CCOC1, O. Product: C=CCNC(=O)N1CC(Oc2cccc(Br)c2)C1. RXN SMILES: [Br:1][c:2]1[cH:3][c:4]([O:5][CH:6]2[CH2:7][N:8]([C:10](=[O:11])[Cl:12])[CH2:9]2)[cH:13][cH:14][cH:15]1.[CH2:16]([CH:17]=[CH2:18])[NH2:19].[O:20]1[CH2:21][CH2:22][CH2:23][CH2:24]1.[OH2:25]>>[Br:1][c:2]1[cH:3][c:4]([O:5][CH:6]2[CH2:7][N:8]([C:10](=[O:11])[NH:19][CH2:16][CH:17]=[CH2:18])[CH2:9]2)[cH:13][cH:14][cH:15]1. Reactants: Cl.CONC (N-methoxymethanamine hydrochloride), CS(=O)(=O)C1=CC=C(C=C1)C(C(=O)O)CC1COCC1 (2-[4-(methylsulfonyl)phenyl]-3-(tetrahydrofuran-3-yl)propanoic acid), Cl.CN(CCCN=C=NCC)C (N-[3-(dimethylamino)propyl]-N′-ethylcarbodiimide hydrochloride), ON1N=NC2=C1C=CC=C2 (1-hydroxybenzotriazole). Run in C(C)#N (acetonitrile), C(C)N(CC)CC (triethylamine), C(C)(=O)OCC (ethyl acetate). Conditions: time 8 hour. Product: CON(C(C(CC1COCC1)C1=CC=C(C=C1)S(=O)(=O)C)=O)C (N-methoxy-N-methyl-2-[4-(methylsulfonyl)phenyl]-3-(tetrahydrofuran-3-yl)propanamide). Isolated yield 82.9%. RXN SMILES: Cl.[CH3:2][O:3][NH:4][CH3:5].[CH3:6][S:7]([C:10]1[CH:15]=[CH:14][C:13]([CH:16]([CH2:20][CH:21]2[CH2:25][CH2:24][O:23][CH2:22]2)[C:17]([OH:19])=O)=[CH:12][CH:11]=1)(=[O:9])=[O:8].Cl.CN(C)CCCN=C=NCC.ON1C2C=CC=CC=2N=N1>C(#N)C.C(OCC)(=O)C.C(N(CC)CC)C>[CH3:2][O:3][N:4]([CH3:5])[C:17](=[O:19])[CH:16]([C:13]1[CH:12]=[CH:11][C:10]([S:7]([CH3:6])(=[O:8])=[O:9])=[CH:15][CH:14]=1)[CH2:20][CH:21]1[CH2:25][CH2:24][O:23][CH2:22]1 |f:0.1,3.4|. Procedure details: To a solution of N-methoxymethanamine hydrochloride (1.22 g) in acetonitrile (40 mL) was added triethylamine (4.35 mL) for neutralization, and 2-[4-(methylsulfonyl)phenyl]-3-(tetrahydrofuran-3-yl)propanoic acid (3.12 g), N-[3-(dimethylamino)propyl]-N′-ethylcarbodiimide hydrochloride (2.40 g) and 1-hydroxybenzotriazole (191 mg) were added under ice-cooling. The reaction mixture was stirred overnight at room temperature, diluted with ethyl acetate, and washed with water and saturated aqueous sodiu... The reactants are CCN=C=NCCCN(C)C, CC#N, CN(C)C=O, CN(C)c1ccncc1, CCOC(C)=O, CC(N)C(Cc1ccc(Cl)cc1)c1ccccc1, Cl, [Li+], [OH-], O, O, O=C(O)C1(c2ccccn2)CCCC1. The product is CC(NC(=O)C1(c2ccccn2)CCCC1)C(Cc1ccc(Cl)cc1)c1ccccc1. As a reaction SMILES: [CH3:37][N:38]([CH3:39])[CH2:40][CH2:41][CH2:42][N:43]=[C:44]=[N:45][CH2:46][CH3:47].[CH3:48][C:49]#[N:50].[CH3:51][N:52]([CH3:53])[CH:54]=[O:55].[CH3:56][N:57]([CH3:58])[c:59]1[cH:60][cH:61][n:62][cH:63][cH:64]1.[CH3:65][CH2:66][O:67][C:68](=[O:69])[CH3:70].[Cl:19][c:20]1[cH:21][cH:22][c:23]([CH2:26][CH:27]([CH:28]([CH3:29])[NH2:30])[c:31]2[cH:32][cH:33][cH:34][cH:35][cH:36]2)[cH:24][cH:25]1.[ClH:18].[Li+:17].[OH-:16].[OH2:15].[OH2:71].[n:1]1[c:2]([C:7]2([C:12](=[O:13])[OH:14])[CH2:8][CH2:9][CH2:10][CH2:11]2)[cH:3][cH:4][cH:5][cH:6]1>>[n:1]1[c:2]([C:7]2([C:12](=[O:14])[NH:30][CH:28]([CH:27]([CH2:26][c:23]3[cH:22][cH:21][c:20]([Cl:19])[cH:25][cH:24]3)[c:31]3[cH:32][cH:33][cH:34][cH:35][cH:36]3)[CH3:29])[CH2:8][CH2:9][CH2:10][CH2:11]2)[cH:3][cH:4][cH:5][cH:6]1. Reactants: OCCOc1ccc(I)cc1Br, C#Cc1ncc(-c2ccc(Cl)cc2)cc1F. Product: OCCOc1ccc(C#Cc2ncc(-c3ccc(Cl)cc3)cc2F)cc1Br. As a reaction SMILES: [Br:1][c:2]1[c:3]([O:4][CH2:5][CH2:6][OH:7])[cH:8][cH:9][c:10]([I:12])[cH:11]1.[Cl:13][c:14]1[cH:15][cH:16][c:17](-[c:20]2[cH:21][c:22]([F:28])[c:23]([C:26]#[CH:27])[n:24][cH:25]2)[cH:18][cH:19]1>>[Br:1][c:2]1[c:3]([O:4][CH2:5][CH2:6][OH:7])[cH:8][cH:9][c:10]([C:27]#[C:26][c:23]2[c:22]([F:28])[cH:21][c:20](-[c:17]3[cH:16][cH:15][c:14]([Cl:13])[cH:19][cH:18]3)[cH:25][n:24]2)[cH:11]1.